This data is from the Open Reaction Database (ORD), a public repository of structured organic reaction records. The task is: describe an organic reaction: reactants, conditions, products, and yield The reactants are OC=1C=C(C=C(C(=O)OC)C1)C(=O)OC (dimethyl 5-hydroxy-isophthalate), C([O-])([O-])=O.[K+].[K+] (potassium carbonate), FC(C(C(OC(=C(F)F)F)(F)F)(F)F)(F)F (1,1,1,2,2,3,3-heptafluoro-3-(1,2,2-trifluorovinyloxy)propane). The solvent is C1CCOC1 (THF), C1CCOC1 (THF). The product is FC(C(OC(C(C(F)(F)F)(F)F)(F)F)F)(OC=1C=C(C=C(C(=O)OC)C1)C(=O)OC)F (Dimethyl 5-(1,1,2-trifluoro-2-(perfluoropropoxy)ethoxy)isophthalate). As a reaction SMILES: [OH:1][C:2]1[CH:3]=[C:4]([C:12]([O:14][CH3:15])=[O:13])[CH:5]=[C:6]([CH:11]=1)[C:7]([O:9][CH3:10])=[O:8].C(=O)([O-])[O-].[K+].[K+].[F:22][C:23]([F:37])([F:36])[C:24]([F:35])([F:34])[C:25]([F:33])([F:32])[O:26][C:27]([F:31])=[C:28]([F:30])[F:29]>C1COCC1>[F:30][C:28]([F:29])([O:1][C:2]1[CH:11]=[C:6]([C:7]([O:9][CH3:10])=[O:8])[CH:5]=[C:4]([CH:3]=1)[C:12]([O:14][CH3:15])=[O:13])[CH:27]([F:31])[O:26][C:25]([F:32])([F:33])[C:24]([F:34])([F:35])[C:23]([F:22])([F:36])[F:37] |f:1.2.3|. Reported procedure: Anhydrous THF (12 liters) and dimethyl 5-hydroxy-isophthalate (2100 g) were combined under nitrogen in an oil jacketed 22 liter RB flask equipped with a condenser, mechanical stirrer, pressure equalizing addition funnel. To this stirred solution was added anhydrous potassium carbonate (1035 g), followed by 1,1,1,2,2,3,3-heptafluoro-3-(1,2,2-trifluorovinyloxy)propane (3192 g). Ca. 2 liters of additional THF was used to wash all the reagents into the reaction vessel. The resulting mixture was refl... Reactants: C[C@H]1C(=O)O[C@H](C(=O)O1)C (l-Lactide), C1C(=O)OCC(=O)O1 (Glycolide). Conditions: temperature 200 celsius, time 2 hour. Product: C[C@H]1C(=O)O[C@H](C(=O)O1)C.C1C(=O)OCC(=O)O1.C1(CCCCCO1)=O (l-LACTIDE GLYCOLIDE ε-CAPROLACTONE). RXN SMILES: [CH3:1][C@@H:2]1[O:9][C:7](=[O:8])[C@H:6]([CH3:10])[O:5][C:3]1=[O:4].[CH2:11]1[O:18][C:16](=[O:17])[CH2:15][O:14][C:12]1=[O:13]>>[CH3:1][C@@H:2]1[O:9][C:7](=[O:8])[C@H:6]([CH3:10])[O:5][C:3]1=[O:4].[CH2:11]1[O:18][C:16](=[O:17])[CH2:15][O:14][C:12]1=[O:13].[C:7]1(=[O:8])[O:9][CH2:2][CH2:3][CH2:11][CH2:10][CH2:6]1 |f:2.3.4|. Procedure: l-Lactide (l-Lac, 153.3 grams) and Glycolide (Gly, 17.0 grams) were melted and charged into the reactor. The contents were stirred at 200° C. for 2 hours at which point the mixture had again obtained maximum melt viscosity. The polymer was discharged from the reactor, ground, and dried in a vacuum oven at 100° C. and 0.2 mm Hg. The polymer had in inherent viscosity of 1.40 dL/g in chloroform, measured at 30° C. on a 0.5% solution. The polymer composition, as measured by 1H-NMR spectroscopy was 1... Starting materials: ClC=1C=C(C2=C(N1)N(N=C2)C(C)C)C(=O)NCC=2C(NC(=CC2C)C)=O (6-chloro-N-[(4,6-dimethyl-2-oxo-1,2-dihydro-3-pyridinyl)methyl]-1-(1-methylethyl)-1H-pyrazolo[3,4-b]pyridine-4-carboxamide), O (water), CS(=O)(=O)NC1=CC=C(C=C1)B(O)O ({4-[(methylsulfonyl)amino]phenyl}boronic acid), C([O-])(O)=O.[Na+] (Sodium bicarbonate). Reagents/catalysts: C1=CC=C(C=C1)P([C-]2C=CC=C2)C3=CC=CC=C3.C1=CC=C(C=C1)P([C-]2C=CC=C2)C3=CC=CC=C3.Cl[Pd]Cl.[Fe+2].C(Cl)Cl (PdCl2(dppf) CH2Cl2). Run in COCCOC.O (DME water). Yields the product CC1=C(C(NC(=C1)C)=O)CNC(=O)C=1C2=C(N=C(C1)C1=CC=C(C=C1)NS(=O)(=O)C)N(N=C2)C(C)C (N-[(4,6-Dimethyl-2-oxo-1,2-dihydro-3-pyridinyl)methyl]-1-(1-methylethyl)-6-{4-[(methylsulfonyl]amino]phenyl}-1H-pyrazolo[3,4-b]pyridine-4-carboxamide). The yield is 37.4%. Reaction SMILES: Cl[C:2]1[CH:3]=[C:4]([C:14]([NH:16][CH2:17][C:18]2[C:19](=[O:26])[NH:20][C:21]([CH3:25])=[CH:22][C:23]=2[CH3:24])=[O:15])[C:5]2[CH:10]=[N:9][N:8]([CH:11]([CH3:13])[CH3:12])[C:6]=2[N:7]=1.[CH3:27][S:28]([NH:31][C:32]1[CH:37]=[CH:36][C:35](B(O)O)=[CH:34][CH:33]=1)(=[O:30])=[O:29].C(=O)(O)[O-].[Na+].O>COCCOC.O.C1C=CC(P(C2C=CC=CC=2)[C-]2C=CC=C2)=CC=1.C1C=CC(P(C2C=CC=CC=2)[C-]2C=CC=C2)=CC=1.Cl[Pd]Cl.[Fe+2].C(Cl)Cl>[CH3:24][C:23]1[CH:22]=[C:21]([CH3:25])[NH:20][C:19](=[O:26])[C:18]=1[CH2:17][NH:16][C:14]([C:4]1[C:5]2[CH:10]=[N:9][N:8]([CH:11]([CH3:13])[CH3:12])[C:6]=2[N:7]=[C:2]([C:35]2[CH:34]=[CH:33][C:32]([NH:31][S:28]([CH3:27])(=[O:29])=[O:30])=[CH:37][CH:36]=2)[CH:3]=1)=[O:15] |f:2.3,5.6,7.8.9.10.11|. Procedure details: In a 25 mL sealable tube under nitrogen were combined 6-chloro-N-[(4,6-dimethyl-2-oxo-1,2-dihydro-3-pyridinyl)methyl]-1-(1-methylethyl)-1H-pyrazolo[3,4-b]pyridine-4-carboxamide (75 mg, 0.2 mmol) and {4-[(methylsulfonyl)amino]phenyl}boronic acid (43.1 mg, 0.2 mmol) in DME/water (3 ml:1 ml). PdCl2(dppf)-CH2Cl2 adduct (8.2 mg, 0.01 mmol) was added and the resulting mixture was degassed with nitrogen for 10 min. Sodium bicarbonate (50.6 mg, 0.6 mmol) was added, the vessel was sealed, and the reactio... Reactants: [C@@H]12C[C@@H](CCC1)C(=O)OC2=O (cis-1,3-Cyclohexanedicarboxylic Anhydride), C1(=CC=C(C=C1)S(=O)(=O)O)C (p-Toluenesulfonic acid), C(CCC)O (n-butanol), C1(=CC=CC=C1)C (toluene). The solvent is O (water). The product is [C@H]1(C[C@@H](CCC1)C(=O)OCCCC)C(=O)OCCCC (Di-n-butyl cis-1,3-Cyclohexanedicarboxylate). Reaction SMILES: [C@H:1]12[C:10](=[O:11])[O:9][C:7](=[O:8])[C@H:3]([CH2:4][CH2:5][CH2:6]1)[CH2:2]2.[CH2:12](O)[CH2:13][CH2:14][CH3:15].[C:17]1(C)C=C[CH:20]=[CH:19][CH:18]=1.C1(C)C=CC(S(O)(=O)=[O:31])=CC=1>O>[C@H:3]1([C:7]([O:8][CH2:17][CH2:18][CH2:19][CH3:20])=[O:31])[CH2:4][CH2:5][CH2:6][C@@H:1]([C:10]([O:9][CH2:12][CH2:13][CH2:14][CH3:15])=[O:11])[CH2:2]1. Reported procedure: Anhydride 1 (3.85 g; 25 mmol) was combined with n-butanol (11.4 mL; 125 mmol; 5 equiv) and toluene (25 mL). p-Toluenesulfonic acid (238 mg; 1.25 mmol; 0.05 equiv) was added and the reaction mixture was heated to reflux under conditions where water could be continuously distilled using a Dean-Stark trap. After 2.5 h at reflux, GC analysis indicated no residual 1. The reaction mixture was washed with saturated aqueous sodium bicarbonate (5 mL). The reactants are ClC1=C2NC=NC2=NC(=N1)F (6-chloro-2-fluoropurine), CCN(C(C)C)C(C)C (DIEA), CC1=CC=C(C=N1)CN ((6-methylpyridin-3-yl)methanamine). Solvent: CCCCO (n-BuOH). Reaction conditions: time 1 hour. Yields the product FC1=NC(=C2N=CNC2=N1)NCC=1C=NC(=CC1)C (2-Fluoro-N-((6-methylpyridin-3-yl)methyl)-9H-purin-6-amine). Reaction SMILES: Cl[C:2]1[N:10]=[C:9]([F:11])[N:8]=[C:7]2[C:3]=1[NH:4][CH:5]=[N:6]2.CCN(C(C)C)C(C)C.[CH3:21][C:22]1[N:27]=[CH:26][C:25]([CH2:28][NH2:29])=[CH:24][CH:23]=1>CCCCO>[F:11][C:9]1[N:8]=[C:7]2[C:3]([N:4]=[CH:5][NH:6]2)=[C:2]([NH:29][CH2:28][C:25]2[CH:26]=[N:27][C:22]([CH3:21])=[CH:23][CH:24]=2)[N:10]=1. Procedure: To a stirred solution of 6-chloro-2-fluoropurine (0.4 g, 2.3 mmol) in n-BuOH (50 ml) under an argon atmosphere at 0° C., was added DIEA (2.5 ml, 14.7 mmol) followed by (6-methylpyridin-3-yl)methanamine (0.36 g, 2.95 mmol). The reaction mixture was stirred at this temperature for 1 h and then allowed to return to room temperature and stirred for 4 h, it was still seen incomplete, hence heated the reaction to 100° C. and left at that temperature for 8 h. The solvent was evaporated in vacuo and the... The reactants are CN(C)C=O, O=Cc1ccc2c(n1)NC(=O)CO2. Product: O=C1COc2ccc(C(=O)O)nc2N1. Reaction SMILES: [O:14]=[CH:15][N:16]([CH3:17])[CH3:18].[O:1]=[C:2]1[NH:3][c:4]2[c:5]([cH:8][cH:9][c:10]([CH:12]=[O:13])[n:11]2)[O:6][CH2:7]1>>[O:1]=[C:2]1[NH:3][c:4]2[c:5]([cH:8][cH:9][c:10]([C:12](=[O:13])[OH:14])[n:11]2)[O:6][CH2:7]1. Starting materials: [Li]CCCC, COc1cccc2ccoc12, N#CC1CC1, Cl, C1CCOC1. Product: COc1cccc2cc(C(=O)C3CC3)oc12. Reaction SMILES: [CH2:12]([Li:13])[CH2:14][CH2:15][CH3:16].[CH3:1][O:2][c:3]1[cH:4][cH:5][cH:6][c:7]2[cH:8][cH:9][o:10][c:11]12.[CH:17]1([C:18]#[N:19])[CH2:20][CH2:21]1.[ClH:22].[O:23]1[CH2:24][CH2:25][CH2:26][CH2:27]1>>[CH3:1][O:2][c:3]1[cH:4][cH:5][cH:6][c:7]2[cH:8][c:9]([C:27](=[O:23])[CH:26]3[CH2:24][CH2:25]3)[o:10][c:11]12. The reactants are B(Br)(Br)Br (Boron tribromide), ice, FC1=C(O[C@H]2CN(CC2)C(CCC(C(=O)N)(C2=CC=CC=C2)C2=CC=CC=C2)(C)C)C=CC=C1OC (5-[(3R)-3-(2-Fluoro-3-methoxy-phenoxy)-pyrrolidin-1-yl]-5-methyl-2,2-diphenylhexanamide). The solvent is ClCCl (dichloromethane). Reaction conditions: time 2 hour. Yields the product N (ammonia), FC1=C(O[C@H]2CN(CC2)C(CCC(C(=O)N)(C2=CC=CC=C2)C2=CC=CC=C2)(C)C)C=CC=C1O (5-[(3R)-3-(2-Fluoro-3-hydroxy-phenoxy)-pyrrolidin-1-yl]-5-methyl-2,2-diphenylhexanamide). Reaction SMILES: B(Br)(Br)Br.[F:5][C:6]1[C:38]([O:39]C)=[CH:37][CH:36]=[CH:35][C:7]=1[O:8][C@@H:9]1[CH2:13][CH2:12][N:11]([C:14]([CH3:34])([CH3:33])[CH2:15][CH2:16][C:17]([C:27]2[CH:32]=[CH:31][CH:30]=[CH:29][CH:28]=2)([C:21]2[CH:26]=[CH:25][CH:24]=[CH:23][CH:22]=2)[C:18]([NH2:20])=[O:19])[CH2:10]1>ClCCl>[NH3:11].[F:5][C:6]1[C:38]([OH:39])=[CH:37][CH:36]=[CH:35][C:7]=1[O:8][C@@H:9]1[CH2:13][CH2:12][N:11]([C:14]([CH3:34])([CH3:33])[CH2:15][CH2:16][C:17]([C:21]2[CH:22]=[CH:23][CH:24]=[CH:25][CH:26]=2)([C:27]2[CH:32]=[CH:31][CH:30]=[CH:29][CH:28]=2)[C:18]([NH2:20])=[O:19])[CH2:10]1. Procedure details: Boron tribromide (1M in dichloromethane, 1.1 mL, 1.224 mmol) was added to an ice-cooled solution of the product of example 75(140 mg, 0.286 mmol) in dichloromethane (4 mL) and the mixture was stirred at room temperature for 2 hours. The reaction was quenched with 0.88 ammonia solution and stirred at room temperature for 16 hours. The reaction mixture was adjusted to pH 8 by dropwise addition of 2N hydrochloric acid (aq) and extracted with dichloromethane (2×10 mL). The combined organic layers we...